This data is from the Open Reaction Database (ORD), a public repository of structured organic reaction records. The task is: describe an organic reaction: reactants, conditions, products, and yield Reactants: COC=1C=C(C=CC1N1C=NC(=C1)C)NC(=S)N ([3-methoxy-4-(4-methyl-imidazol-1-yl)-phenyl]-thiourea), BrC1CCCC(C1=O)C1=C(C=CC(=C1)C)C (6-bromo-2-(2,5-dimethyl-phenyl)-cyclohexanone). Solvent: C(C)O (ethanol). Product: CC1=C(C=C(C=C1)C)C1CCCC2=C1N=C(S2)NC2=CC(=C(C=C2)N2C=NC(=C2)C)OC ([4-(2,5-Dimethyl-phenyl)-4,5,6,7-tetrahydro-benzothiazol-2-yl]-[3-methoxy-4-(4-methyl-imidazol-1-yl)-phenyl]-amine). The yield is 9.2%. RXN SMILES: [CH3:1][O:2][C:3]1[CH:4]=[C:5]([NH:15][C:16]([NH2:18])=[S:17])[CH:6]=[CH:7][C:8]=1[N:9]1[CH:13]=[C:12]([CH3:14])[N:11]=[CH:10]1.Br[CH:20]1[C:25](=O)[CH:24]([C:27]2[CH:32]=[C:31]([CH3:33])[CH:30]=[CH:29][C:28]=2[CH3:34])[CH2:23][CH2:22][CH2:21]1>C(O)C>[CH3:34][C:28]1[CH:29]=[CH:30][C:31]([CH3:33])=[CH:32][C:27]=1[CH:24]1[C:23]2[N:18]=[C:16]([NH:15][C:5]3[CH:6]=[CH:7][C:8]([N:9]4[CH:13]=[C:12]([CH3:14])[N:11]=[CH:10]4)=[C:3]([O:2][CH3:1])[CH:4]=3)[S:17][C:22]=2[CH2:21][CH2:20][CH2:25]1. Reported procedure: A suspension of [3-methoxy-4-(4-methyl-imidazol-1-yl)-phenyl]-thiourea (72 mg, 0.27 mmol) and of crude 6-bromo-2-(2,5-dimethyl-phenyl)-cyclohexanone (81 mg, 0.29 mmol) in ethanol (2 mL) was heated to reflux under an atmosphere of nitrogen for 2 days. After cooling to room temperature the solvent was evaporated under reduced pressure and the residue was purified by reversed preparative HPLC using acetonitril/water (0.1% formic acid) to yield the title compound (11 mg, 9%) as an off-white solid. M...